Dataset: the Open Reaction Database (ORD), a public repository of structured organic reaction records. Task: describe an organic reaction: reactants, conditions, products, and yield Reactants: [OH-].[K+] (Potassium hydroxide), O (water), CI (methyl iodide), [Si](C)(C)(C(C)(C)C)OC[C@]1(CC(NCCS1)=S)C ((7R)-7-({[t-Butyl(dimethyl)silyl]oxy}methyl)-7-methyl-1,4-thiazepane-5-thione). Run in O1CCCC1 (tetrahydrofuran). Run at time 1 hour. Yields the product [Si](C)(C)(C(C)(C)C)OC[C@]1(CC(=NCCS1)SC)C ((7R)-7-({[t-Butyl(dimethyl)silyl]oxy}methyl)-7-methyl-5-(methylthio)-2,3,6,7-tetrahydro-1,4-thiazepine). The yield is 100.0%. Reaction SMILES: [Si:1]([O:8][CH2:9][C@:10]1([CH3:18])[S:16][CH2:15][CH2:14][NH:13][C:12](=[S:17])[CH2:11]1)([C:4]([CH3:7])([CH3:6])[CH3:5])([CH3:3])[CH3:2].[OH-].[K+].O.[CH3:22]I>O1CCCC1>[Si:1]([O:8][CH2:9][C@:10]1([CH3:18])[S:16][CH2:15][CH2:14][N:13]=[C:12]([S:17][CH3:22])[CH2:11]1)([C:4]([CH3:7])([CH3:5])[CH3:6])([CH3:3])[CH3:2] |f:1.2|. Procedure: The compound (2.00 g, 6.54 mmol) obtained in Example 4-0) was dissolved in tetrahydrofuran (11 mL). Potassium hydroxide (2.16 g, 39.72 mmol), water (7 mL), and methyl iodide (2.44 mL, 39.27 mmol) were added to the solution at room temperature, and the mixture was stirred for 1 h under a nitrogen atmosphere. The reaction mixture was extracted with ethyl acetate (50 mL), and the organic layer was washed with saturated sodium chloride solution and then dried with anhydrous magnesium sulfate. The so... Starting materials: Fc1ccc(Br)cc1, CC(C)(C)[PH+](C(C)(C)C)C(C)(C)C, C#CC(C)(C)O, Cc1ccccc1, C1CCC(NC2CCCCC2)CC1, [Cl-], [Na+], CC(=O)[O-], CC(=O)[O-], C1CCOC1, [Pd+2], c1ccc([B-](c2ccccc2)(c2ccccc2)c2ccccc2)cc1. The product is C#CC(C)(O)Cc1ccc(F)cc1. RXN SMILES: [Br:52][c:53]1[cH:54][cH:55][c:56]([F:59])[cH:57][cH:58]1.[C:39]([PH+:40]([C:41]([CH3:42])([CH3:43])[CH3:44])[C:45]([CH3:46])([CH3:47])[CH3:48])([CH3:49])([CH3:50])[CH3:51].[CH3:60][C:61]([CH3:62])([C:63]#[CH:64])[OH:65].[CH3:77][c:78]1[cH:79][cH:80][cH:81][cH:82][cH:83]1.[CH:1]1([NH:2][CH:3]2[CH2:4][CH2:5][CH2:6][CH2:7][CH2:8]2)[CH2:9][CH2:10][CH2:11][CH2:12][CH2:13]1.[Cl-:67].[Na+:66].[O-:69][C:70]([CH3:71])=[O:72].[O-:73][C:74]([CH3:75])=[O:76].[O:84]1[CH2:85][CH2:86][CH2:87][CH2:88]1.[Pd+2:68].[c:14]1([B-:15]([c:16]2[cH:17][cH:18][cH:19][cH:20][cH:21]2)([c:22]2[cH:23][cH:24][cH:25][cH:26][cH:27]2)[c:28]2[cH:29][cH:30][cH:31][cH:32][cH:33]2)[cH:34][cH:35][cH:36][cH:37][cH:38]1>>[c:53]1([CH2:60][C:61]([CH3:62])([C:63]#[CH:64])[OH:65])[cH:54][cH:55][c:56]([F:59])[cH:57][cH:58]1. Reactants: C([O-])(O)=O.[Na+] (sodium bicarbonate), BrCC(=O)C1=CC(=C(C=C1)Br)C (2-Bromo-1-(4-bromo-3-methyl-phenyl)-ethanone), C1(=CC=CC=C1)P(C1=CC=CC=C1)C1=CC=CC=C1 (triphenylphosphine). Solvent: O (water), C1(=CC=CC=C1)C (toluene), ClCCl (dichloromethane). Reaction conditions: time 8 hour. Yields the product BrC1=C(C=C(C=C1)C(C=P(C1=CC=CC=C1)(C1=CC=CC=C1)C1=CC=CC=C1)=O)C (1-(4-Bromo-3-methyl-phenyl)-2-(triphenylphosphanylidene)-ethanone). Reaction SMILES: Br[CH2:2][C:3]([C:5]1[CH:10]=[CH:9][C:8]([Br:11])=[C:7]([CH3:12])[CH:6]=1)=[O:4].[C:13]1([P:19]([C:26]2[CH:31]=[CH:30][CH:29]=[CH:28][CH:27]=2)[C:20]2[CH:25]=[CH:24][CH:23]=[CH:22][CH:21]=2)[CH:18]=[CH:17][CH:16]=[CH:15][CH:14]=1.C(=O)(O)[O-].[Na+]>ClCCl.C1(C)C=CC=CC=1.O>[Br:11][C:8]1[CH:9]=[CH:10][C:5]([C:3](=[O:4])[CH:2]=[P:19]([C:20]2[CH:21]=[CH:22][CH:23]=[CH:24][CH:25]=2)([C:26]2[CH:31]=[CH:30][CH:29]=[CH:28][CH:27]=2)[C:13]2[CH:14]=[CH:15][CH:16]=[CH:17][CH:18]=2)=[CH:6][C:7]=1[CH3:12] |f:2.3|. Reported procedure: 1300 mg of 2-Bromo-1-(4-bromo-3-methyl-phenyl)-ethanone (VIIa) (Journal of Organic Chemistry (1947), 12, 617-703) was stirred with 1300 mg of triphenylphosphine in 20 ml of dichloromethane at ambient temperature for 18 hours. The mixture was diluted with toluene and the separated phosphonium salt was filtered off. It was then suspended in 20 ml of dichloromethane and 20 ml of water. 800 mg (7.55 mmol) of sodium bicarbonate was then added in 20 ml of water and the mixture was stirred overnight. T... Reactants: [BH3-]C#N, CC(=O)O, [Na+], CSc1nccn1N=Cc1cc(C(C)(C)C)c(O)c(C(C)(C)C)c1. Yields the product CSc1nccn1NCc1cc(C(C)(C)C)c(O)c(C(C)(C)C)c1. RXN SMILES: [C:25]([BH3-:26])#[N:27].[CH3:29][C:30](=[O:31])[OH:32].[Na+:28].[OH:1][c:2]1[c:3]([C:21]([CH3:22])([CH3:23])[CH3:24])[cH:4][c:5]([CH:6]=[N:7][n:8]2[c:9]([S:13][CH3:14])[n:10][cH:11][cH:12]2)[cH:15][c:16]1[C:17]([CH3:18])([CH3:19])[CH3:20]>>[OH:1][c:2]1[c:3]([C:21]([CH3:22])([CH3:23])[CH3:24])[cH:4][c:5]([CH2:6][NH:7][n:8]2[c:9]([S:13][CH3:14])[n:10][cH:11][cH:12]2)[cH:15][c:16]1[C:17]([CH3:18])([CH3:19])[CH3:20]. The reactants are ClC=1C=C2C(C(=O)OC2=O)=CC1 (4-chlorophthalic anhydride), NC1=C(C=C(C(=O)O)C=C1)C (4-amino-3-methylbenzoic acid), C(C)(=O)O (acetic acid). Product: C(=O)(O)C1=CC(=C(C=C1)C)N1C(C=2C(C1=O)=CC(=CC2)Cl)=O (N-(4-carboxy-o-tolyl)-4-chlorophthalimide). RXN SMILES: [Cl:1][C:2]1[CH:3]=[C:4]2[C:9](=[O:10])[O:8][C:6](=O)[C:5]2=[CH:11][CH:12]=1.[NH2:13][C:14]1[CH:22]=C[C:17](C(O)=O)=[CH:16][C:15]=1[CH3:23].[C:24]([OH:27])(=[O:26])[CH3:25]>>[C:24]([C:25]1[CH:17]=[CH:16][C:15]([CH3:23])=[C:14]([N:13]2[C:9](=[O:10])[C:4]3=[CH:3][C:2]([Cl:1])=[CH:12][CH:11]=[C:5]3[C:6]2=[O:8])[CH:22]=1)([OH:27])=[O:26]. Procedure: The starting material is prepared as follows: The suspension of 6.0 g of 4-chlorophthalic anhydride, 5.0 g of 4-amino-3-methylbenzoic acid and 75 ml of acetic acid is refluxed for 3 hours, cooled to room temperature, filtered and the residue washed with diethyl ethyl, to yield the N-(4-carboxy-o-tolyl)-4-chlorophthalimide melting at 250°-252°.